Dataset: the Open Reaction Database (ORD), a public repository of structured organic reaction records. Task: describe an organic reaction: reactants, conditions, products, and yield Reactants: CCOC(C)=O, CCOC(=O)C=Cc1ccc(C)nc1. Yields the product CCOC(=O)CCc1ccc(C)nc1. RXN SMILES: [CH3:15][CH2:16][O:17][C:18](=[O:19])[CH3:20].[CH3:1][c:2]1[cH:3][cH:4][c:5]([CH:8]=[CH:9][C:10](=[O:11])[O:12][CH2:13][CH3:14])[cH:6][n:7]1>>[CH3:1][c:2]1[cH:3][cH:4][c:5]([CH2:8][CH2:9][C:10](=[O:11])[O:12][CH2:13][CH3:14])[cH:6][n:7]1. Reactants: f[1,4]-oxazepine, S(=O)(=O)(Cl)Cl (sulfuryl chloride), COC1=CC=C2CCN(CC2=C1)S(=O)(=O)Cl (7-Methoxy-3.4-dihydro-1H-isoquinoline-2-sulfonyl chloride). Solvent: C(C)N(CC)CC (triethylamine). Yields the product COC=1C=CC2=C(CN(CCO2)S(=O)(=O)Cl)C1 (7-Methoxy-2,3-dihydro-5H-benzo[f][1,4]oxazepine-4-sulfonyl chloride). As a reaction SMILES: S(Cl)(Cl)(=O)=[O:2].[CH3:6][O:7][C:8]1[CH:17]=[C:16]2[C:11]([CH2:12][CH2:13][N:14]([S:18]([Cl:21])(=[O:20])=[O:19])[CH2:15]2)=[CH:10][CH:9]=1>C(N(CC)CC)C>[CH3:6][O:7][C:8]1[CH:9]=[CH:10][C:11]2[O:2][CH2:12][CH2:13][N:14]([S:18]([Cl:21])(=[O:20])=[O:19])[CH2:15][C:16]=2[CH:17]=1. Reported procedure: This compound was prepared from 1.4 g of 7-methoxy-2,3,4,5-tetrahydro-benzo[f[1,4]-oxazepine, 0.91 mL of sulfuryl chloride and 4.7 mL of triethylamine using the procedure described for 63f. Yield: 0.23 g (oil), EI-MS: 277 (M+). The product is ClC1=CC=C(C=C1)C1(CC1)C1=NSC(=N1)OC1=CC(=C(C=C1C)N=CN(C)CC)C (N′-[4-{(3-[1-(4-Chlorophenyl)cyclopropyl]-1,2,4-thiadiazol-5-yl}oxy)-2,5-dimethylphenyl]-N-ethyl-N-methylimidoformamide). Reaction SMILES: [Cl:1][C:2]1[CH:7]=[CH:6][C:5]([C:8]2([C:11]3[N:15]=[C:14]([O:16][C:17]4[C:23]([CH3:24])=[CH:22][C:20]([NH2:21])=[C:19]([CH3:25])[CH:18]=4)[S:13][N:12]=3)[CH2:10][CH2:9]2)=[CH:4][CH:3]=1.CO.CO[CH:30](OC)[N:31]([CH2:33][CH3:34])[CH3:32]>C1(C)C=CC=CC=1>[Cl:1][C:2]1[CH:7]=[CH:6][C:5]([C:8]2([C:11]3[N:15]=[C:14]([O:16][C:17]4[C:23]([CH3:24])=[CH:22][C:20]([N:21]=[CH:30][N:31]([CH2:33][CH3:34])[CH3:32])=[C:19]([CH3:25])[CH:18]=4)[S:13][N:12]=3)[CH2:10][CH2:9]2)=[CH:4][CH:3]=1. Procedure: 0.30 g (0.81 mmol) of 4-({3-[1-(4-chlorophenyl)cyclopropyl]-1,2,4-thiadiazol-5-yl}oxy)-2,5-dimethylaniline is dissolved in 3 ml of toluene and 0.75 ml of methanol and treated with 0.32 g (2.42 mmol) of N-ethyl-N-methylformamide dimethylacetal. The reaction mixture is refluxed for 18 h, subsequently cooled, freed from the solvent under vacuum and purified by column chromatography. 0.22 g of product is obtained (99.3% purity, 61.7% yield; log P (pH2.3)=2.28). The solvent is C1(=CC=CC=C1)C (toluene). The yield is 61.6%. Starting materials: CO (methanol), COC(N(C)CC)OC (N-ethyl-N-methylformamide dimethylacetal), ClC1=CC=C(C=C1)C1(CC1)C1=NSC(=N1)OC1=CC(=C(N)C=C1C)C (4-({3-[1-(4-chlorophenyl)cyclopropyl]-1,2,4-thiadiazol-5-yl}oxy)-2,5-dimethylaniline). The reactants are C(C)N(C(C1=C(C(=CC=C1)F)C)=O)CC (N,N-diethyl-3-fluoro-2-methylbenzamide), O[C@H]1CN(CC1)CCC(=O)N(C)OC ((R)-3-(3-hydroxypyrrolidin-1-yl)-N-methoxy-N-methylpropanamide). Yields the product FC1=C2C=C(NC(C2=CC=C1)=O)CCN1C[C@@H](CC1)O ((R)-5-fluoro-3-[2-(3-hydroxypyrrolidin-1-yl)ethyl]-2H-isoquinolin-1-one). Isolated yield 26.0%. RXN SMILES: C([N:3]([CH2:14][CH3:15])[C:4](=[O:13])[C:5]1[CH:10]=[CH:9][CH:8]=[C:7]([F:11])[C:6]=1[CH3:12])C.[OH:16][C@@H:17]1[CH2:21][CH2:20][N:19]([CH2:22]CC(N(OC)C)=O)[CH2:18]1>>[F:11][C:7]1[CH:8]=[CH:9][CH:10]=[C:5]2[C:6]=1[CH:12]=[C:14]([CH2:15][CH2:22][N:19]1[CH2:20][CH2:21][C@@H:17]([OH:16])[CH2:18]1)[NH:3][C:4]2=[O:13]. Procedure: In the same manner as in Example 16b and using N,N-diethyl-3-fluoro-2-methylbenzamide (3.46 g) and (R)-3-(3-hydroxypyrrolidin-1-yl)-N-methoxy-N-methylpropanamide (3.36 g), (R)-5-fluoro-3-[2-(3-hydroxypyrrolidin-1-yl)ethyl]-2H-isoquinolin-1-one (1.19 g) was obtained.